This data is from the Open Reaction Database (ORD), a public repository of structured organic reaction records. The task is: describe an organic reaction: reactants, conditions, products, and yield The reactants are [Si](C1=CC=CC=C1)(C1=CC=CC=C1)(C(C)(C)C)OCC1=CC=C(C=C1)C#C[Si](C)(C)C (4-[(trimethylsilyl)ethynyl]benzyl tert-butyldiphenylsilyl ether), BrC=1C=C2C(=CCC(C2=CC1)(C)C)C1=CC=C(C=C1)C (6-bromo-1,1-dimethyl-4-p-tolyl-1,2-dihydronaphthalene). Yields the product CC1(C=2C=CC(=CC2C(=CC1)C1=CC=C(C=C1)C)/C(=C/C1=CC=C(CO)C=C1)/[Si](C)(C)C)C (4-[(Z)-(5,5-Dimethyl-8-p-tolyl-5,6-dihydronaphthalen-2-yl)trimethylsilanylvinyl]-benzyl Alcohol). RXN SMILES: [Si]([O:18][CH2:19][C:20]1[CH:25]=[CH:24][C:23]([C:26]#[C:27][Si:28]([CH3:31])([CH3:30])[CH3:29])=[CH:22][CH:21]=1)(C(C)(C)C)(C1C=CC=CC=1)C1C=CC=CC=1.Br[C:33]1[CH:34]=[C:35]2[C:40](=[CH:41][CH:42]=1)[C:39]([CH3:44])([CH3:43])[CH2:38][CH:37]=[C:36]2[C:45]1[CH:50]=[CH:49][C:48]([CH3:51])=[CH:47][CH:46]=1>>[CH3:43][C:39]1([CH3:44])[CH2:38][CH:37]=[C:36]([C:45]2[CH:46]=[CH:47][C:48]([CH3:51])=[CH:49][CH:50]=2)[C:35]2[CH:34]=[C:33](/[C:27](/[Si:28]([CH3:29])([CH3:30])[CH3:31])=[CH:26]/[C:23]3[CH:22]=[CH:21][C:20]([CH2:19][OH:18])=[CH:25][CH:24]=3)[CH:42]=[CH:41][C:40]1=2. Reported procedure: Following General Procedure A, 4-[(trimethylsilyl)ethynyl]benzyl tert-butyldiphenylsilyl ether and 6-bromo-1,1-dimethyl-4-p-tolyl-1,2-dihydronaphthalene (prepared as described in Klein, et al., U.S. Pat. No. 5,952,345) were coupled to give the title compound (Compound 23). PNMR (300 MHz, CDCl3): δ0.13 (s, 9H), 1.47 (s, 6H), 2.48 (d, J=4.4 Hz, 2H), 2.54 (s, 3H), 4.82 (d, J=6.1 Hz, 2H), 6.10 (t, J=4.4 Hz, 1H), 7.00 (d, J=2.2 Hz, 1H), 7.18 (dd, J=2.2, 7.9 Hz, 1H), 7.30-7.45 (m, 10H). The reactants are O=C([O-])O, CN1CCCC1=O, Nc1ccc(OCc2cccc(F)c2)c(Cl)c1, CCOCCOCCn1ccc2ncnc(Cl)c21, [Na+]. Yields the product CCOCCOCCn1ccc2ncnc(Nc3ccc(OCc4cccc(F)c4)c(Cl)c3)c21. RXN SMILES: [C:43](=[O:44])([O-:45])[OH:46].[CH3:36][N:37]1[CH2:38][CH2:39][CH2:40][C:41]1=[O:42].[Cl:19][c:20]1[cH:21][c:22]([NH2:23])[cH:24][cH:25][c:26]1[O:27][CH2:28][c:29]1[cH:30][c:31]([F:35])[cH:32][cH:33][cH:34]1.[Cl:1][c:2]1[c:3]2[c:4]([n:5][cH:6][n:7]1)[cH:8][cH:9][n:10]2[CH2:11][CH2:12][O:13][CH2:14][CH2:15][O:16][CH2:17][CH3:18].[Na+:47]>>[c:2]1([NH:23][c:22]2[cH:21][c:20]([Cl:19])[c:26]([O:27][CH2:28][c:29]3[cH:30][c:31]([F:35])[cH:32][cH:33][cH:34]3)[cH:25][cH:24]2)[c:3]2[c:4]([n:5][cH:6][n:7]1)[cH:8][cH:9][n:10]2[CH2:11][CH2:12][O:13][CH2:14][CH2:15][O:16][CH2:17][CH3:18]. Reactants: FC1=C(C=C(C=C1)N=[N+]=[N-])[N+](=O)[O-] (4-fluoro-3-nitrophenyl azide), NCCCC(CCN)NC (3-aminopropyl-N-methyl-1,3-propanediamine). Solvent: CCOCC (ether), CCOCC (ether). Run at time 30 minute. Yields the product NCCCN(CCCNC1=C(C=C(C=C1)N=[N+]=[N-])[N+](=O)[O-])C (N-(3-aminopropyl)-N'-(4-azido-2-nitrophenyl)-N-methyl-1,3-propanediamine). Reaction SMILES: F[C:2]1[CH:7]=[CH:6][C:5]([N:8]=[N+:9]=[N-:10])=[CH:4][C:3]=1[N+:11]([O-:13])=[O:12].NCCC[CH:18]([NH:22][CH3:23])[CH2:19][CH2:20][NH2:21]>CCOCC>[NH2:8][CH2:5][CH2:4][CH2:3][N:22]([CH3:23])[CH2:18][CH2:19][CH2:20][NH:21][C:2]1[CH:7]=[CH:6][C:5]([N:8]=[N+:9]=[N-:10])=[CH:4][C:3]=1[N+:11]([O-:13])=[O:12]. Procedure details: The reaction was carried out in the dark. A solution of 4-fluoro-3-nitrophenyl azide (0.91 g, 5.0 mmol, Sigma) in 10 ml dry ether was added dropwise with stirring to a solution of 3.2 ml of N-(3-aminopropyl-N-methyl-1,3-propanediamine (10 mmol, Aldrich) in 20 ml dry ether and the mixture was stirred for 30 min. The reaction was monitored using TLC (alumina, elution with methanol). The solvent was removed and the red oil was dissolved in 25 ml water, 25 ml 1.0M HaOH and then extracted into ethyl ... Reactants: C1(=CC=C(C=C1)C(CN1[C@H](C(=O)O)CCC1)=O)C1=CC=CC=C1 (N-[2-(biphenyl-4-yl)-2-oxoethyl] L-proline), C(C)N1CCOCC1 (N-ethylmorpholine), solution, 1-n-propylphosphonic acid cyclic anhydride, ClCCl (dichloromethane), C(C)(C)(C)NC([C@@H](N)[C@@H](C)CC)=O (L-isoleucine tert-butylamide). Run in C(C)#N (acetonitrile). Yields the product C1(=CC=C(C=C1)C(CN1[C@H](C(=O)N(C([C@@H](N)[C@@H](C)CC)=O)C(C)(C)C)CCC1)=O)C1=CC=CC=C1 (L-isoleucine, N-[1-(2-(biphenyl-4-yl)-2-oxoethyl)-L-prolyl] tert-butylamide). Yield: 15.7%. Reaction SMILES: [C:1]1([C:18]2[CH:23]=[CH:22][CH:21]=[CH:20][CH:19]=2)[CH:6]=[CH:5][C:4]([C:7](=[O:17])[CH2:8][N:9]2[CH2:16][CH2:15][CH2:14][C@H:10]2[C:11](O)=[O:12])=[CH:3][CH:2]=1.C(N1CCOCC1)C.ClCCl.[C:35]([NH:39][C:40](=[O:47])[C@H:41]([C@H:43]([CH2:45][CH3:46])[CH3:44])[NH2:42])([CH3:38])([CH3:37])[CH3:36]>C(#N)C>[C:1]1([C:18]2[CH:19]=[CH:20][CH:21]=[CH:22][CH:23]=2)[CH:2]=[CH:3][C:4]([C:7](=[O:17])[CH2:8][N:9]2[CH2:16][CH2:15][CH2:14][C@H:10]2[C:11]([N:39]([C:35]([CH3:37])([CH3:36])[CH3:38])[C:40](=[O:47])[C@H:41]([C@H:43]([CH2:45][CH3:46])[CH3:44])[NH2:42])=[O:12])=[CH:5][CH:6]=1. Procedure details: A solution of N-[2-(biphenyl-4-yl)-2-oxoethyl] L-proline (50 mg, 0.16 mmol, 1.0 eq), N-ethylmorpholine (125 uL, 0.98 mmol, 6 eq) in acetonitrile (0.5 mL) was cooled to 0° C. and treated with a 50% solution of 1-n-propylphosphonic acid cyclic anhydride in dichloromethane (170 uL, 0.27 mmol, 1.6 eq) followed by L-isoleucine tert-butylamide (49 mg, 0.19 mmol, 1.1 eq). Purification by HPLC provided 12 mg (16%) of L-isoleucine, N-[1-(2-(biphenyl-4-yl)-2-oxoethyl)-L-prolyl] tert-butylamide. Starting materials: CCCCCCCCCCCCOC(=O)C(C)C, CCOC(C)=O, CCCCCC, CC(=O)C(=O)c1ccccc1. Product: CCCCCCCCCCCCOC(=O)C(C)(C)C(O)(C(C)=O)c1ccccc1. Reaction SMILES: [C:1]([CH:2]([CH3:3])[CH3:4])(=[O:5])[O:6][CH2:7][CH2:8][CH2:9][CH2:10][CH2:11][CH2:12][CH2:13][CH2:14][CH2:15][CH2:16][CH2:17][CH3:18].[CH3:30][CH2:31][O:32][C:33](=[O:34])[CH3:35].[CH3:36][CH2:37][CH2:38][CH2:39][CH2:40][CH3:41].[c:19]1([C:25]([C:26]([CH3:27])=[O:28])=[O:29])[cH:20][cH:21][cH:22][cH:23][cH:24]1>>[C:1]([C:2]([CH3:3])([CH3:4])[C:25]([c:19]1[cH:20][cH:21][cH:22][cH:23][cH:24]1)([C:26]([CH3:27])=[O:28])[OH:29])(=[O:5])[O:6][CH2:7][CH2:8][CH2:9][CH2:10][CH2:11][CH2:12][CH2:13][CH2:14][CH2:15][CH2:16][CH2:17][CH3:18]. Reactants: CCCCCCBr, O=C([O-])O, CN(C)C=O, [Na+], CC1(c2cccc(O)c2)CCNCC1. The product is CCCCCCN1CCC(C)(c2cccc(O)c2)CC1. As a reaction SMILES: [Br:20][CH2:21][CH2:22][CH2:23][CH2:24][CH2:25][CH3:26].[C:15](=[O:16])([O-:17])[OH:18].[CH3:27][N:28]([CH3:29])[CH:30]=[O:31].[Na+:19].[OH:1][c:2]1[cH:3][c:4]([C:8]2([CH3:14])[CH2:9][CH2:10][NH:11][CH2:12][CH2:13]2)[cH:5][cH:6][cH:7]1>>[OH:1][c:2]1[cH:3][c:4]([C:8]2([CH3:14])[CH2:9][CH2:10][N:11]([CH2:21][CH2:22][CH2:23][CH2:24][CH2:25][CH3:26])[CH2:12][CH2:13]2)[cH:5][cH:6][cH:7]1. Starting materials: C(C)(C)(C)OC(N[C@@H](CC1=CC=CC2=CC=CC=C12)C(NCCC[C@@H](CO)N(CC(C)C)S(=O)(=O)C1=CC=C(C=C1)N)=O)=O ((1S,4S)-(1-{4-[(4-amino-benzenesulfonyl)-isobutyl-amino]-5-hydroxy-pentylcarbamoyl}-2-naphthalen-1-yl-ethyl)-carbamic acid tert-butyl ester), N[C@H](C(=O)NCCCC[C@@H](CO)N(CC(C)C)S(=O)(=O)C1=CC=C(C=C1)N)CC1=CC2=CC=CC=C2C=C1 ((2S,5S)-2-amino-N-{5-[(4-amino-benzenesulfonyl)-isobutyl-amino]-6-hydroxy-hexyl}-3-naphthalen-2-yl-propionamide). The product is N[C@H](C(=O)NCCC[C@@H](CO)N(CC(C)C)S(=O)(=O)C1=CC=C(C=C1)N)CC1=CC=CC2=CC=CC=C12 ((2S,4S)-2-Amino-N-{4-[(4-amino-benzenesulfonyl)-isobutyl-amino]-5-hydroxy-pentyl}-3-naphthalen-1-yl-propionamide). RXN SMILES: C(OC(=O)[NH:7][C@H:8]([C:20](=[O:43])[NH:21][CH2:22][CH2:23][CH2:24][C@H:25]([N:28]([S:33]([C:36]1[CH:41]=[CH:40][C:39]([NH2:42])=[CH:38][CH:37]=1)(=[O:35])=[O:34])[CH2:29][CH:30]([CH3:32])[CH3:31])[CH2:26][OH:27])[CH2:9][C:10]1[C:19]2[C:14](=[CH:15][CH:16]=[CH:17][CH:18]=2)[CH:13]=[CH:12][CH:11]=1)(C)(C)C.N[C@@H](CC1C=CC2C(=CC=CC=2)C=1)C(NCCCC[C@H](N(S(C1C=CC(N)=CC=1)(=O)=O)CC(C)C)CO)=O>>[NH2:7][C@@H:8]([CH2:9][C:10]1[C:19]2[C:14](=[CH:15][CH:16]=[CH:17][CH:18]=2)[CH:13]=[CH:12][CH:11]=1)[C:20]([NH:21][CH2:22][CH2:23][CH2:24][C@H:25]([N:28]([S:33]([C:36]1[CH:37]=[CH:38][C:39]([NH2:42])=[CH:40][CH:41]=1)(=[O:35])=[O:34])[CH2:29][CH:30]([CH3:32])[CH3:31])[CH2:26][OH:27])=[O:43]. Procedure: The title compound was prepared from (1S,4S)-(1-{4-[(4-amino-benzenesulfonyl)-isobutyl-amino]-5-hydroxy-pentylcarbamoyl}-2-naphthalen-1-yl-ethyl)-carbamic acid tert-butyl ester as described for the preparation of (2S,5S)-2-amino-N-{5-[(4-amino-benzenesulfonyl)-isobutyl-amino]-6-hydroxy-hexyl}-3-naphthalen-2-yl-propionamide (example 49). The final product was obtained in 94% yield. The reactants are BrC1=CC=C(C=C1)[C@@H](C)N ((R)-(+)-1-(p-bromophenyl)ethylamine), OC1=CC=C(C=O)C=C1 (p-hydroxybenzaldehyde). The solvent is C(C)O (ethyl alcohol). Yields the product OC1=CC=C(C=NC(C)C2=CC=C(C=C2)Br)C=C1 ((-)-N-(p-hydroxybenzylidene)-1-(p-bromophenyl)ethylamine). Isolated yield 100.0%. Reaction SMILES: [Br:1][C:2]1[CH:7]=[CH:6][C:5]([C@H:8]([NH2:10])[CH3:9])=[CH:4][CH:3]=1.[OH:11][C:12]1[CH:19]=[CH:18][C:15]([CH:16]=O)=[CH:14][CH:13]=1>C(O)C>[OH:11][C:12]1[CH:19]=[CH:18][C:15]([CH:16]=[N:10][CH:8]([C:5]2[CH:6]=[CH:7][C:2]([Br:1])=[CH:3][CH:4]=2)[CH3:9])=[CH:14][CH:13]=1. Procedure: 4.44 g (0.0222 mole) of (R)-(+)-1-(p-bromophenyl)ethylamine and 2.85 g (0.0233 mole) of p-hydroxybenzaldehyde were dissolved in 30 ml of ethyl alcohol, and the solution thus formed was stirred under reflux for 3 hours. After the completion of the reaction, the reaction mixture was concentrated under reduced pressure, and refined by a column chromatography using 30 g of silica gel to give 6.75 g of (-)-N-(p-hydroxybenzylidene)-1-(p-bromophenyl)ethylamine. Starting materials: O=C1c2ccccc2C(=O)N1CCBr, O=C([O-])[O-], CCC(C)Oc1ccc(O)cc1, [K+], [K+], CN(C)C=O, O. Product: CCC(C)Oc1ccc(OCCN2C(=O)c3ccccc3C2=O)cc1. Reaction SMILES: [Br:19][CH2:20][CH2:21][N:22]1[C:23](=[O:32])[c:24]2[c:25]([cH:28][cH:29][cH:30][cH:31]2)[C:26]1=[O:27].[C:13](=[O:14])([O-:15])[O-:16].[CH3:1][CH:2]([CH2:3][CH3:4])[O:5][c:6]1[cH:7][cH:8][c:9]([OH:12])[cH:10][cH:11]1.[K+:17].[K+:18].[O:34]=[CH:35][N:36]([CH3:37])[CH3:38].[OH2:33]>>[CH3:1][CH:2]([CH2:3][CH3:4])[O:5][c:6]1[cH:7][cH:8][c:9]([O:12][CH2:20][CH2:21][N:22]2[C:23](=[O:32])[c:24]3[c:25]([cH:28][cH:29][cH:30][cH:31]3)[C:26]2=[O:27])[cH:10][cH:11]1.